The task is: describe an organic reaction: reactants, conditions, products, and yield. This data is from the Open Reaction Database (ORD), a public repository of structured organic reaction records. The reactants are C1(=CC=C(C=C1)S(=O)(=O)C(C(CC(=O)OC)C(OC)OC)(C)C)C (Methyl 4-p-tolylsulfonyl-4-methyl-3-dimethoxymethylpentanoate), CCOCC (ether), [Cl-].[Li+] (lithium chloride), Cl (hydrogen chloride), Cl (hydrogen chloride). Run in O (water). Run at time 54 hour. Product: ClC(C)(C)[C@@H]1CC(O[C@H]1O)=O (trans 4-(2-chloro-prop-2-yl)-5-hydroxy-tetrahydrofuran-2-one). The yield is 109.4%. Reaction SMILES: C1(C)C=CC(S([C:10]([CH3:23])([CH3:22])[CH:11]([CH:17]([O:20]C)[O:18]C)[CH2:12][C:13]([O:15]C)=O)(=O)=O)=CC=1.CCOCC.[Cl-:30].[Li+].Cl>O>[Cl:30][C:10]([C@H:11]1[C@H:17]([OH:18])[O:20][C:13](=[O:15])[CH2:12]1)([CH3:22])[CH3:23] |f:2.3|. Procedure details: A mixture of 1 g of the product of Example 2, 25 ml of ether and 1 g of dry lithium chloride was stirred under a current of gaseous hydrogen chloride at -30° C. for 2 hours and then at 0° C. for 2 hours after which the current of gaseous hydrogen chloride was stopped. The mixture was stirred at room temperature for 48 hours and after 54 hours of contact, the mixture was poured into iced water. The mixture was extracted with benzene and the organic phase was dried and evaporated to dryness under ...